Dataset: the Open Reaction Database (ORD), a public repository of structured organic reaction records. Task: describe an organic reaction: reactants, conditions, products, and yield Reactants: CC1(C)C(=O)N(Br)C(=O)N1Br, CC(C)(C)OC(=O)N1CCN(c2cccc(-c3ccc4c(N)ncnn34)c2)CC1, O=C([O-])[O-], C1CCOC1, CCOC(C)=O, [Na+], [Na+], [Na+], [Na+], CN(C)C=O, O, O=S([O-])[O-]. Product: CC(C)(C)OC(=O)N1CCN(c2cccc(-c3cc(Br)c4c(N)ncnn34)c2)CC1. RXN SMILES: [Br:35][N:36]1[C:37]([CH3:38])([CH3:39])[C:40](=[O:41])[N:42]([Br:43])[C:44]1=[O:45].[C:1]([CH3:2])([CH3:3])([CH3:4])[O:5][C:6](=[O:7])[N:8]1[CH2:9][CH2:10][N:11]([c:14]2[cH:15][c:16](-[c:20]3[cH:21][cH:22][c:23]4[c:24]([NH2:29])[n:25][cH:26][n:27][n:28]34)[cH:17][cH:18][cH:19]2)[CH2:12][CH2:13]1.[C:57](=[O:58])([O-:59])[O-:60].[CH2:30]1[O:31][CH2:32][CH2:33][CH2:34]1.[CH3:46][CH2:47][O:48][C:49]([CH3:50])=[O:51].[Na+:61].[Na+:62].[Na+:67].[Na+:68].[O:52]=[CH:53][N:54]([CH3:55])[CH3:56].[OH2:69].[S:63]([O-:64])([O-:65])=[O:66]>>[C:1]([CH3:2])([CH3:3])([CH3:4])[O:5][C:6](=[O:7])[N:8]1[CH2:9][CH2:10][N:11]([c:14]2[cH:15][c:16](-[c:20]3[cH:21][c:22]([Br:35])[c:23]4[c:24]([NH2:29])[n:25][cH:26][n:27][n:28]34)[cH:17][cH:18][cH:19]2)[CH2:12][CH2:13]1. The reactants are C1CCOC1, COC(=O)CCCCCNc1ncnc2oc(-c3ccccc3)c(-c3ccc(C)cc3)c12, CO, Cl, [Na+], [OH-], O. The product is Cc1ccc(-c2c(-c3ccccc3)oc3ncnc(NCCCCCC(=O)O)c23)cc1. RXN SMILES: [CH2:38]1[O:39][CH2:40][CH2:41][CH2:42]1.[CH3:1][O:2][C:3]([CH2:4][CH2:5][CH2:6][CH2:7][CH2:8][NH:9][c:10]1[c:11]2[c:12]([n:13][cH:14][n:15]1)[o:16][c:17](-[c:26]1[cH:27][cH:28][cH:29][cH:30][cH:31]1)[c:18]2-[c:19]1[cH:20][cH:21][c:22]([CH3:25])[cH:23][cH:24]1)=[O:32].[CH3:36][OH:37].[ClH:35].[Na+:34].[OH-:33].[OH2:43]>>[O:2]=[C:3]([CH2:4][CH2:5][CH2:6][CH2:7][CH2:8][NH:9][c:10]1[c:11]2[c:12]([n:13][cH:14][n:15]1)[o:16][c:17](-[c:26]1[cH:27][cH:28][cH:29][cH:30][cH:31]1)[c:18]2-[c:19]1[cH:20][cH:21][c:22]([CH3:25])[cH:23][cH:24]1)[OH:32]. The reactants are CC1=C(SC=C1C1OC1)C#N (3-methyl-4-(oxiran-2-yl)thiophene-2-carbonitrile), OC[C@@H]1CN(CCN1)C(=O)OC(C)(C)C (tert-butyl (3S)-3-(hydroxymethyl)piperazine-1-carboxylate). The solvent is CCO (EtOH). Run at temperature 140 celsius. The product is C(#N)C1=C(C(=CS1)C(CN1[C@@H](CN(CC1)C(=O)OC(C)(C)C)CO)O)C (tert-butyl(3S)-4-[2-(5-cyano-4-methylthiophen-3-yl)-2-hydroxyethyl]-3-(hydroxymethyl)piperazine-1-carboxylate). Reaction SMILES: [CH3:1][C:2]1[C:6]([CH:7]2[CH2:9][O:8]2)=[CH:5][S:4][C:3]=1[C:10]#[N:11].[OH:12][CH2:13][C@H:14]1[NH:19][CH2:18][CH2:17][N:16]([C:20]([O:22][C:23]([CH3:26])([CH3:25])[CH3:24])=[O:21])[CH2:15]1>CCO>[C:10]([C:3]1[S:4][CH:5]=[C:6]([CH:7]([OH:8])[CH2:9][N:19]2[CH2:18][CH2:17][N:16]([C:20]([O:22][C:23]([CH3:24])([CH3:25])[CH3:26])=[O:21])[CH2:15][C@H:14]2[CH2:13][OH:12])[C:2]=1[CH3:1])#[N:11]. Procedure: A mixture of 3-methyl-4-(oxiran-2-yl)thiophene-2-carbonitrile (1.3 g, 7.9 mmol) and tert-butyl (3S)-3-(hydroxymethyl)piperazine-1-carboxylate (2.0 g, 9.5 mmol) in 5 mL of EtOH was heated in a microwave apparatus at 140° C. for 90 minutes and then cooled down. The reaction mixture was concentrated, and the residue was purified by column chromatography (DCM: MeOH=10:1) to afford the title compound.